This data is from the Open Reaction Database (ORD), a public repository of structured organic reaction records. The task is: describe an organic reaction: reactants, conditions, products, and yield The reactants are N#N (N2), CCN(C(C)C)C(C)C (DIPEA), ClCC=1OC=C(N1)C(C)(C)OC (2-(chloromethyl)-4-(2-methoxypropan-2-yl)oxazole), [N+](=O)([O-])C1=NNN=C1 (4-nitro-2H-[1,2,3]triazole), solution. Solvent: O (Water), CC(OCC)=O (EA), CN(C)C=O (DMF), CN(C)C=O (DMF), CN(C)C=O (DMF). Run at temperature 50 celsius, time 8 hour. Yields the product COC(C)(C)C=1N=C(OC1)CN1N=CC(=N1)[N+](=O)[O-] (4-(2-Methoxypropan-2-yl)-2-((4-nitro-2H-1,2,3-triazol-2-yl)methyl)oxazole). RXN SMILES: N#N.Cl[CH2:4][C:5]1[O:6][CH:7]=[C:8]([C:10]([O:13][CH3:14])([CH3:12])[CH3:11])[N:9]=1.[N+:15]([C:18]1[CH:22]=[N:21][NH:20][N:19]=1)([O-:17])=[O:16].CCN(C(C)C)C(C)C>CN(C=O)C.CC(=O)OCC.O>[CH3:14][O:13][C:10]([C:8]1[N:9]=[C:5]([CH2:4][N:20]2[N:19]=[C:18]([N+:15]([O-:17])=[O:16])[CH:22]=[N:21]2)[O:6][CH:7]=1)([CH3:12])[CH3:11]. Procedure details: In a flame dried round-bottomed flask equipped with a magnetic stir bar and under inert atmosphere (N2), a solution of 2-(chloromethyl)-4-(2-methoxypropan-2-yl)oxazole (134 mg, 0.71 mmol) in DMF (2.0 mL) was added to a solution of 4-nitro-2H-[1,2,3]triazole (T. E. Eagles et al. Organic preparations and procedures 2 (2), 117-119, 1970; P. N. Neuman J. Heterocycl. Chem. 8, 51-56, 1971) (1.01 g of a 8% solution in DMF, 0.71 mmol) in DMF (2.0 mL) pre-treated for 30 min with DIPEA (0.24 mL, 1.41 mmol... Reaction SMILES: [Br-:23].[C:32]([O:33][CH3:34])([CH3:35])([CH3:36])[CH3:37].[CH2:27]1[O:28][CH2:29][CH2:30][CH2:31]1.[CH3:1][O:2][N:3]([C:4]([c:5]1[cH:6][c:7]([O:15][CH2:16][C:17]([F:18])([F:19])[F:20])[c:8]([C:11]([F:12])([F:13])[F:14])[cH:9][cH:10]1)=[O:21])[CH3:22].[CH3:24][Mg+:25].[ClH:26]>>[C:4]([c:5]1[cH:6][c:7]([O:15][CH2:16][C:17]([F:18])([F:19])[F:20])[c:8]([C:11]([F:12])([F:13])[F:14])[cH:9][cH:10]1)(=[O:21])[CH3:24]. Yields the product CC(=O)c1ccc(C(F)(F)F)c(OCC(F)(F)F)c1. Reactants: [Br-], COC(C)(C)C, C1CCOC1, CON(C)C(=O)c1ccc(C(F)(F)F)c(OCC(F)(F)F)c1, C[Mg+], Cl. Starting materials: Cc1cc(N)nc(C)c1-c1ccccc1, CC#N, O=C=NC(=O)c1ccccc1Cl. Yields the product Cc1cc(NC(=O)NC(=O)c2ccccc2Cl)nc(C)c1-c1ccccc1. Reaction SMILES: [CH3:1][c:2]1[cH:3][c:4]([NH2:15])[n:5][c:6]([CH3:14])[c:7]1-[c:8]1[cH:9][cH:10][cH:11][cH:12][cH:13]1.[CH3:28][C:29]#[N:30].[Cl:16][c:17]1[c:18]([C:19](=[O:20])[N:21]=[C:22]=[O:23])[cH:24][cH:25][cH:26][cH:27]1>>[CH3:1][c:2]1[cH:3][c:4]([NH:15][C:22]([NH:21][C:19]([c:18]2[c:17]([Cl:16])[cH:27][cH:26][cH:25][cH:24]2)=[O:20])=[O:23])[n:5][c:6]([CH3:14])[c:7]1-[c:8]1[cH:9][cH:10][cH:11][cH:12][cH:13]1. Procedure details: To a dry-ice cooled suspension of 4.0 g of sodium hydride (60% dispersion in mineral oil) in 80 ml of anhydrous THF was dropwise added a solution of 7.44 ml of 1-propanol in 30 ml of the same solvent, and the mixture was slowly warmed to room temperature with continued stirring for 1 hr under nitrogen. A solution of 15.0 g of t-butyldimethylchlorosilane in 40 ml of THF was slowly added by syringe and continued stirring for 3 hr at room temperature. After distillation of the solvent, house vacuum... The reactants are C(=O)=O (dry-ice), [H-].[Na+] (sodium hydride), C(CC)O (1-propanol), C(C)(C)(C)[Si](Cl)(C)C (t-butyldimethylchlorosilane). Reaction SMILES: C(=O)=O.[H-].[Na+].[CH2:6]([OH:9])[CH2:7][CH3:8].[C:10]([Si:14]([CH3:17])([CH3:16])Cl)([CH3:13])([CH3:12])[CH3:11]>C1COCC1>[C:10]([Si:14]([CH3:17])([CH3:16])[O:9][CH2:6][CH2:7][CH3:8])([CH3:13])([CH3:12])[CH3:11] |f:1.2|. The product is C(C)(C)(C)[Si](OCCC)(C)C (t-butyldimethyl-n-propoxysilane). Conditions: time 1 hour. Run in C1CCOC1 (THF), same solvent, C1CCOC1 (THF). Reactants: C(O)([O-])=O.[Na+] (sodium hydrogen carbonate), O1C=CC=2C1=CN=C(C2)C=O (furo[2,3-c]pyridine-5-carbaldehyde), Cl (hydrochloric acid), C[Mg]Br (methylmagnesium bromide). The solvent is O1CCCC1 (tetrahydrofuran). Reaction conditions: time 1.5 hour. Yields the product O1C=CC=2C1=CN=C(C2)C(C)O (1-(furo[2,3-c]pyridin-5-yl)ethanol). Isolated yield 65.9%. As a reaction SMILES: [O:1]1[C:5]2=[CH:6][N:7]=[C:8]([CH:10]=[O:11])[CH:9]=[C:4]2[CH:3]=[CH:2]1.[CH3:12][Mg]Br.Cl.C(=O)([O-])O.[Na+]>O1CCCC1>[O:1]1[C:5]2=[CH:6][N:7]=[C:8]([CH:10]([OH:11])[CH3:12])[CH:9]=[C:4]2[CH:3]=[CH:2]1 |f:3.4|. Procedure: Under an argon atmosphere, furo[2,3-c]pyridine-5-carbaldehyde (488 mg, 3.31 mmol) was dissolved in tetrahydrofuran (11 mL), and added methylmagnesium bromide (5.5 mL (1.0 M in THF solution), 4.97 mmol) under ice-cold conditions. Then, the mixture was stirred at room temperature for 1.5 hours. The reaction solution was added 1N-aqueous solution of hydrochloric acid under ice-cold conditions, and then a saturated aqueous solution of sodium hydrogen carbonate was added. The reaction solution was ex...